This data is from the Open Reaction Database (ORD), a public repository of structured organic reaction records. The task is: describe an organic reaction: reactants, conditions, products, and yield The reactants are C(C)(C)(C)OC(NCC1=CC=C(C=C1)N)=O ((4-Amino-benzyl)-carbamic acid tert-butyl ester), C(C1=CC=CC=C1)(=O)N=C=S (benzoyl isothiocyanate), CO (MeOH), C([O-])([O-])=O.[K+].[K+] (potassium carbonate). Run in C1CCOC1 (THF), O (water). Reaction conditions: time 1 hour. Product: C(C)(C)(C)OC(NCC1=CC=C(C=C1)NC(=S)N)=O ((4-Thioureido-benzyl)-carbamic acid tert-butyl ester). As a reaction SMILES: [C:1]([O:5][C:6](=[O:16])[NH:7][CH2:8][C:9]1[CH:14]=[CH:13][C:12]([NH2:15])=[CH:11][CH:10]=1)([CH3:4])([CH3:3])[CH3:2].C([N:25]=[C:26]=[S:27])(=O)C1C=CC=CC=1.CO.C(=O)([O-])[O-].[K+].[K+]>C1COCC1.O>[C:1]([O:5][C:6](=[O:16])[NH:7][CH2:8][C:9]1[CH:10]=[CH:11][C:12]([NH:15][C:26]([NH2:25])=[S:27])=[CH:13][CH:14]=1)([CH3:4])([CH3:2])[CH3:3] |f:3.4.5|. Procedure details: A mixture of 3 g (13.5 mmol) (4-Amino-benzyl)-carbamic acid tert-butyl ester and 1.81 ml (13.5 mmol) benzoyl isothiocyanate in 60 ml THF was stirred at room temperature for 1 h and afterwards evaporated under reduced pressure. 80 ml MeOH and 5.6 g (40.5 mmol) potassium carbonate in 80 ml water were added and the mixture was stirred at room temperature for 16 h. The mixture was concentrated under reduced pressure and extracted with ethyl acetate. The organic layers were washed with saturated NaHC... Starting materials: C(C)(C)(C)OC(NCC1=CC=2N(C=C1C1=C(C=C(C=C1)Cl)Cl)C=CN2)=O ([6-(2,4-dichloro-phenyl)-imidazo[1,2-a]pyridin-7-ylmethyl]-carbamic acid tert-butyl ester). Solvent: C(Cl)Cl (DCM), C(=O)(C(F)(F)F)O (TFA). The product is ClC1=C(C=CC(=C1)Cl)C=1C(=CC=2N(C1)C=CN2)CN (C-[6-(2,4-Dichloro-phenyl)-imidazo[1,2-a]pyridin-7-yl]-methylamine). The yield is 52.9%. RXN SMILES: C(OC(=O)[NH:7][CH2:8][C:9]1[C:14]([C:15]2[CH:20]=[CH:19][C:18]([Cl:21])=[CH:17][C:16]=2[Cl:22])=[CH:13][N:12]2[CH:23]=[CH:24][N:25]=[C:11]2[CH:10]=1)(C)(C)C>C(Cl)Cl.C(O)(C(F)(F)F)=O>[Cl:22][C:16]1[CH:17]=[C:18]([Cl:21])[CH:19]=[CH:20][C:15]=1[C:14]1[C:9]([CH2:8][NH2:7])=[CH:10][C:11]2[N:12]([CH:23]=[CH:24][N:25]=2)[CH:13]=1. Procedure: A solution of [6-(2,4-dichloro-phenyl)-imidazo[1,2-a]pyridin-7-ylmethyl]-carbamic acid tert-butyl ester (30 mg, 0.07 mmol) in DCM (2 mL) and TFA (1 mL) was stirred at RT for 30 min, then concentrated to dryness. The remaining residue was purified by reverse phase prep-HPLC (Waters system) to give the title compound (2TFA salt, 19 mg, 0.037 mmol, 52%) as a white solid. MS: 293 [M+1]+; HPLC: AtRet=0.84.